From a dataset of the Open Reaction Database (ORD), a public repository of structured organic reaction records. describe an organic reaction: reactants, conditions, products, and yield Reactants: CCOC(=O)C(C)Br, Cc1n[nH]c(Br)c1Br, O=C([O-])[O-], CCCCCC, CC(C)=O, [K+], [K+]. Yields the product CCOC(=O)C(C)n1nc(Br)c(Br)c1C. RXN SMILES: [Br:19][CH:20]([C:21](=[O:22])[O:23][CH2:24][CH3:25])[CH3:26].[Br:1][c:2]1[c:3]([CH3:8])[n:4][nH:5][c:6]1[Br:7].[C:13](=[O:14])([O-:15])[O-:16].[CH3:27][CH2:28][CH2:29][CH2:30][CH2:31][CH3:32].[CH3:9][C:10](=[O:11])[CH3:12].[K+:17].[K+:18]>>[Br:1][c:2]1[c:3]([CH3:8])[n:4]([CH:20]([C:21](=[O:22])[O:23][CH2:24][CH3:25])[CH3:26])[n:5][c:6]1[Br:7]. Yield: 36.5%. Product: C(CCC)(=O)C1=CNC2=CC=C(C=C2C1=O)OC (3-butyryl-6-methoxy-4(1H)-quinolone). RXN SMILES: [C:1]([C:6](=[CH:12][NH:13][C:14]1[CH:19]=[CH:18][C:17]([O:20][CH3:21])=[CH:16][CH:15]=1)[C:7]([O:9]CC)=O)(=[O:5])[CH2:2][CH2:3][CH3:4]>C1(OC2C=CC=CC=2)C=CC=CC=1>[C:1]([C:6]1[C:7](=[O:9])[C:15]2[C:14](=[CH:19][CH:18]=[C:17]([O:20][CH3:21])[CH:16]=2)[NH:13][CH:12]=1)(=[O:5])[CH2:2][CH2:3][CH3:4]. Procedure details: Ethyl 2-butyryl-3-(4-methoxyphenylamino)acrylate (78 g) was added dropwise to boiling diphenyl ether (600 ml) and heating continued under reflux for 45 minutes. When cool, the mixture was diluted with petrol and the precipitate was filtered off, washed with petrol and dried to give 3-butyryl-6-methoxy-4(1H)-quinolone (24 g, 49%) as a light tan solid, m.p. 252°-254°. Solvent: petrol, C1(=CC=CC=C1)OC1=CC=CC=C1 (diphenyl ether). The reactants are C(CCC)(=O)C(C(=O)OCC)=CNC1=CC=C(C=C1)OC (Ethyl 2-butyryl-3-(4-methoxyphenylamino)acrylate). Starting materials: O=C1N(Cc2cc(Br)cs2)c2ccccc2C12COc1cc3c(cc12)OCO3, [C-]#N, [C-]#N, CN(C)C=O, [Zn+2], c1ccc(P(c2ccccc2)(c2ccccc2)[Pd](P(c2ccccc2)(c2ccccc2)c2ccccc2)(P(c2ccccc2)(c2ccccc2)c2ccccc2)P(c2ccccc2)(c2ccccc2)c2ccccc2)cc1. Product: N#Cc1csc(CN2C(=O)C3(COc4cc5c(cc43)OCO5)c3ccccc32)c1. RXN SMILES: [Br:1][c:2]1[cH:3][c:4]([CH2:7][N:8]2[C:9](=[O:28])[C:10]3([CH2:11][O:12][c:13]4[c:14]3[cH:15][c:16]3[c:17]([cH:21]4)[O:18][CH2:19][O:20]3)[c:22]3[cH:23][cH:24][cH:25][cH:26][c:27]32)[s:5][cH:6]1.[C-:34]#[N:35].[C-:37]#[N:38].[CH3:29][N:30]([CH3:31])[CH:32]=[O:33].[Zn+2:36].[cH:39]1[cH:40][cH:41][c:42]([P:43]([Pd:44]([P:45]([c:46]2[cH:47][cH:48][cH:49][cH:50][cH:51]2)([c:52]2[cH:53][cH:54][cH:55][cH:56][cH:57]2)[c:58]2[cH:59][cH:60][cH:61][cH:62][cH:63]2)([P:64]([c:65]2[cH:66][cH:67][cH:68][cH:69][cH:70]2)([c:71]2[cH:72][cH:73][cH:74][cH:75][cH:76]2)[c:77]2[cH:78][cH:79][cH:80][cH:81][cH:82]2)[P:83]([c:84]2[cH:85][cH:86][cH:87][cH:88][cH:89]2)([c:90]2[cH:91][cH:92][cH:93][cH:94][cH:95]2)[c:96]2[cH:97][cH:98][cH:99][cH:100][cH:101]2)([c:102]2[cH:103][cH:104][cH:105][cH:106][cH:107]2)[c:108]2[cH:109][cH:110][cH:111][cH:112][cH:113]2)[cH:114][cH:115]1>>[c:2]1([C:29]#[N:30])[cH:3][c:4]([CH2:7][N:8]2[C:9](=[O:28])[C:10]3([CH2:11][O:12][c:13]4[c:14]3[cH:15][c:16]3[c:17]([cH:21]4)[O:18][CH2:19][O:20]3)[c:22]3[cH:23][cH:24][cH:25][cH:26][c:27]32)[s:5][cH:6]1. The reactants are C([O-])([O-])=O.[Cs+].[Cs+] (Cesium carbonate), C(C)(C)OC1=CC=CC(=N1)C1=CN(C2=CC=C(C=C12)C=1OC(=NN1)C)S(=O)(=O)C1=CC=C(C)C=C1 (2-(3-(6-Isopropoxypyridin-2-yl)-1-tosyl-1H-indol-5-yl)-5-methyl-1,3,4-oxadiazole), O (H2O). Solvent: C1CCOC1 (THF), CO (MeOH). Conditions: temperature 45 celsius. Product: C(C)(C)OC1=CC=CC(=N1)C1=CNC2=CC=C(C=C12)C=1OC(=NN1)C (2-(3-(6-isopropoxypyridin-2-yl)-1H-indol-5-yl)-5-methyl-1,3,4-oxadiazole). Yield: 22.9%. As a reaction SMILES: [CH:1]([O:4][C:5]1[N:10]=[C:9]([C:11]2[C:19]3[C:14](=[CH:15][CH:16]=[C:17]([C:20]4[O:21][C:22]([CH3:25])=[N:23][N:24]=4)[CH:18]=3)[N:13](S(C3C=CC(C)=CC=3)(=O)=O)[CH:12]=2)[CH:8]=[CH:7][CH:6]=1)([CH3:3])[CH3:2].C(=O)([O-])[O-].[Cs+].[Cs+].O>CO.C1COCC1>[CH:1]([O:4][C:5]1[N:10]=[C:9]([C:11]2[C:19]3[C:14](=[CH:15][CH:16]=[C:17]([C:20]4[O:21][C:22]([CH3:25])=[N:23][N:24]=4)[CH:18]=3)[NH:13][CH:12]=2)[CH:8]=[CH:7][CH:6]=1)([CH3:3])[CH3:2] |f:1.2.3|. Procedure details: 2-(3-(6-Isopropoxypyridin-2-yl)-1-tosyl-1H-indol-5-yl)-5-methyl-1,3,4-oxadiazole (214 mg, 0.438 mmol) in a round bottomed flask was dissolved in MeOH (1.500 mL) and THF (3.0 mL). Cesium carbonate (428 mg, 1.314 mmol) (Aldrich) was added, the flask was fitted with a reflux condenser and the contents of the flask were heated at 45° C. for 15 min. H2O (30 mL) was added and the mixture was extracted with EtOAc (2×75 mL). The combined organic layers were dried, filtered and concentrated. The residue ... Reactants: CC(=O)[O-], CC(=O)[O-], ClCCCl, CC(O)C1C(=O)NC1C(C)C(=O)C(=[N+]=[N-])C(=O)OCc1ccc([N+](=O)[O-])cc1, [Rh+2], c1ccccc1. Product: CC(O)C1C(=O)N2C(C(=O)OCc3ccc([N+](=O)[O-])cc3)C(=O)C(C)C12. As a reaction SMILES: [C:39]([O-:40])(=[O:41])[CH3:42].[C:44]([O-:45])(=[O:46])[CH3:47].[Cl:29][CH2:30][CH2:31][Cl:32].[N+:1](=[N-:2])=[C:3]([C:4](=[O:5])[O:6][CH2:7][c:8]1[cH:9][cH:10][c:11]([N+:14](=[O:15])[O-:16])[cH:12][cH:13]1)[C:17]([CH:18]([CH3:19])[CH:20]1[NH:21][C:22](=[O:27])[CH:23]1[CH:24]([CH3:25])[OH:26])=[O:28].[Rh+2:43].[cH:33]1[cH:34][cH:35][cH:36][cH:37][cH:38]1>>[CH:3]1([C:4](=[O:5])[O:6][CH2:7][c:8]2[cH:9][cH:10][c:11]([N+:14](=[O:15])[O-:16])[cH:12][cH:13]2)[C:17](=[O:28])[CH:18]([CH3:19])[CH:20]2[N:21]1[C:22](=[O:27])[CH:23]2[CH:24]([CH3:25])[OH:26]. The reactants are C(C)(C)(C)OC(=O)N1CCN(CCC1)C(=O)N1CCOCC1 (1-(t-butyloxycarbonyl)-4-(4-morpholinecarbonyl)-1,4-diazepane), Cl (hydrogen chloride). Solvent: ClCCl.CO (dichloromethane methanol). Run at time 18 hour. The product is Cl.N1(CCOCC1)C(=O)N1CCNCCC1 (1-(4-Morpholinecarbonyl)-1,4-diazepane hydrochloride). Isolated yield 90.0%. RXN SMILES: C(OC([N:8]1[CH2:14][CH2:13][CH2:12][N:11]([C:15]([N:17]2[CH2:22][CH2:21][O:20][CH2:19][CH2:18]2)=[O:16])[CH2:10][CH2:9]1)=O)(C)(C)C.[ClH:23]>ClCCl.CO>[ClH:23].[N:17]1([C:15]([N:11]2[CH2:12][CH2:13][CH2:14][NH:8][CH2:9][CH2:10]2)=[O:16])[CH2:18][CH2:19][O:20][CH2:21][CH2:22]1 |f:2.3,4.5|. Reported procedure: A solution of 1-(t-butyloxycarbonyl)-4-(4-morpholinecarbonyl)-1,4-diazepane (140.0 g, 0.44 mol) in dichloromethane:methanol (1:1, v/v, 600 ml) at 0° C. was saturated with hydrogen chloride gas and the reaction mixture was stirred at room temperature under nitrogen for 18 hours after which time the reaction mixture was evaporated under reduced pressure and slurried in ethyl acetate to give, after filtration, a white hygroscopic solid. This was further purified by slurrying in acetone, filtering, ...